This data is from the Open Reaction Database (ORD), a public repository of structured organic reaction records. The task is: describe an organic reaction: reactants, conditions, products, and yield The reactants are CC1(C)C(=O)N(Br)C(=O)N1Br, CCc1ccc([N+](=O)[O-])cc1, ClCCl, O=S(=O)(O)C(F)(F)F. Product: CCc1ccc([N+](=O)[O-])cc1Br. Reaction SMILES: [Br:20][N:21]1[C:22]([CH3:23])([CH3:24])[C:25](=[O:26])[N:27]([Br:28])[C:29]1=[O:30].[CH2:1]([CH3:2])[c:3]1[cH:4][cH:5][c:6]([N+:9](=[O:10])[O-:11])[cH:7][cH:8]1.[Cl:31][CH2:32][Cl:33].[OH:12][S:13]([C:14]([F:15])([F:16])[F:17])(=[O:18])=[O:19]>>[CH2:1]([CH3:2])[c:3]1[c:4]([Br:20])[cH:5][c:6]([N+:9](=[O:10])[O-:11])[cH:7][cH:8]1.